Dataset: the Open Reaction Database (ORD), a public repository of structured organic reaction records. Task: describe an organic reaction: reactants, conditions, products, and yield Starting materials: N(=[N+]=[N-])C=1C[C@H]2N(C1C(=O)OCC1=CC=C(C=C1)[N+](=O)[O-])C(C2)=O (p-nitrobenzyl 2-azido-carbapen-2-em-3-carboxylate). Solvent: O1CCCC=C1 (dihydropyran). Yields the product OCCCC=1N=NN(C1)C=1C[C@H]2N(C1C(=O)OCC1=CC=C(C=C1)[N+](=O)[O-])C(C2)=O (p-nitrobenzyl 2-(4-[3-hydroxypropyl]-1,2,3-triazol-1-yl)-carbapen-2-em-3-carboxylate). The yield is 46.2%. RXN SMILES: [N:1]([C:4]1[CH2:5][C@@H:6]2[CH2:23][C:22](=[O:24])[N:7]2[C:8]=1[C:9]([O:11][CH2:12][C:13]1[CH:18]=[CH:17][C:16]([N+:19]([O-:21])=[O:20])=[CH:15][CH:14]=1)=[O:10])=[N+:2]=[N-:3]>O1C=CCCC1>[OH:10][CH2:9][CH2:8][CH2:4][C:5]1[N:3]=[N:2][N:1]([C:4]2[CH2:5][C@@H:6]3[CH2:23][C:22](=[O:24])[N:7]3[C:8]=2[C:9]([O:11][CH2:12][C:13]2[CH:14]=[CH:15][C:16]([N+:19]([O-:21])=[O:20])=[CH:17][CH:18]=2)=[O:10])[CH:6]=1. Procedure: A solution of p-nitrobenzyl 2-azido-carbapen-2-em-3-carboxylate (27.6 mg, 83.8 micromol) in dihydropyran (1.0 ml) was kept 46 hours at 4° C. and 51 hours at ambient temperature. The reaction mixture was chromatographed on two 20 cm×20 cm 250 micron silica gel preparative thin layer chromatography plates developed with 3:1 (v/v) diethyl ether-ethyl acetate. The band centered at Rf 0.10 was eluted with ethyl acetate, and the eluate was evaporated under vacuum to provide 8.0 mg (23%) p-nitrobenzyl ...